From a dataset of the Open Reaction Database (ORD), a public repository of structured organic reaction records. describe an organic reaction: reactants, conditions, products, and yield Reactants: COC(=O)CCCCNC(=O)CCCCC1CCSS1, CO, [Na+], [OH-]. Product: O=C(O)CCCCNC(=O)CCCCC1CCSS1. As a reaction SMILES: [CH3:1][O:2][C:3]([CH2:4][CH2:5][CH2:6][CH2:7][NH:8][C:9]([CH2:10][CH2:11][CH2:12][CH2:13][CH:14]1[S:15][S:16][CH2:17][CH2:18]1)=[O:19])=[O:20].[CH3:23][OH:24].[Na+:22].[OH-:21]>>[O:2]=[C:3]([CH2:4][CH2:5][CH2:6][CH2:7][NH:8][C:9]([CH2:10][CH2:11][CH2:12][CH2:13][CH:14]1[S:15][S:16][CH2:17][CH2:18]1)=[O:19])[OH:20]. The reactants are C1(CC1)C(=O)C=1C=NC2=CC=C(N=C2C1Cl)Cl (cyclopropyl(4,6-dichloro-1,5-naphthyridin-3-yl)-methanone), NC=1C=CC(=NC1)N1C[C@H](CCC1)NC(OC(C)(C)C)=O ((S)-tert-butyl 1-(5-aminopyridin-2-yl)-piperidin-3-ylcarbamate). Yields the product ClC=1N=C2C(=C(C=NC2=CC1)C(=O)C1CC1)NC=1C=CC(=NC1)N1C[C@H](CCC1)NC(OC(C)(C)C)=O ((S)-tert-Butyl 1-{5-[6-chloro-3-(cyclopropanecarbonyl)-1,5-naphthyridin-4-ylamino]-pyridin-2-yl}piperidin-3-ylcarbamate). Yield: 62.9%. As a reaction SMILES: [CH:1]1([C:4]([C:6]2[CH:7]=[N:8][C:9]3[C:14]([C:15]=2Cl)=[N:13][C:12]([Cl:17])=[CH:11][CH:10]=3)=[O:5])[CH2:3][CH2:2]1.[NH2:18][C:19]1[CH:20]=[CH:21][C:22]([N:25]2[CH2:30][CH2:29][CH2:28][C@H:27]([NH:31][C:32](=[O:38])[O:33][C:34]([CH3:37])([CH3:36])[CH3:35])[CH2:26]2)=[N:23][CH:24]=1>>[Cl:17][C:12]1[N:13]=[C:14]2[C:9](=[CH:10][CH:11]=1)[N:8]=[CH:7][C:6]([C:4]([CH:1]1[CH2:3][CH2:2]1)=[O:5])=[C:15]2[NH:18][C:19]1[CH:20]=[CH:21][C:22]([N:25]2[CH2:30][CH2:29][CH2:28][C@H:27]([NH:31][C:32](=[O:38])[O:33][C:34]([CH3:36])([CH3:35])[CH3:37])[CH2:26]2)=[N:23][CH:24]=1. Procedure details: Following general procedure I, cyclopropyl(4,6-dichloro-1,5-naphthyridin-3-yl)-methanone (267 mg, 1.0 mmol) was reacted with (S)-tert-butyl 1-(5-aminopyridin-2-yl)-piperidin-3-ylcarbamate (340 mg, 1.2 mmol) to afford the desired product (329 mg, 63%) as a brown solid: 1H NMR (500 MHz, CDCl3) δ 10.19 (br s, 1H), 9.03 (s, 1H), 8.17 (d, J=8.8 Hz, 1H), 8.04 (d, J=2.8 Hz, 1H), 7.53 (d, J=8.8 Hz, 1H), 7.31-7.25 (m, 1H), 6.70 (d, J=9.1 Hz, 1H), 4.78 (br s, 1H), 3.83-3.62 (m, 3H), 3.47-3.25 (m, 2H), 2.5... Starting materials: CCOC(=O)C(C)Oc1c(Cl)cccc1Cl, CCO, NCCN. The product is CC(Oc1c(Cl)cccc1Cl)C(=O)NCCN. As a reaction SMILES: [CH2:1]([O:2][C:4]([CH:5]([CH3:6])[O:7][c:8]1[c:9]([Cl:15])[cH:10][cH:11][cH:12][c:13]1[Cl:14])=[O:16])[CH3:3].[CH2:21]([OH:22])[CH3:23].[NH2:17][CH2:18][CH2:19][NH2:20]>>[C:4]([CH:5]([CH3:6])[O:7][c:8]1[c:9]([Cl:15])[cH:10][cH:11][cH:12][c:13]1[Cl:14])(=[O:16])[NH:20][CH2:19][CH2:18][NH2:17]. Reactants: CO, CS(C)=O, ClCCl, NCc1ccccc1, O, Cc1ccc(S(=O)(=O)OCC2COc3cc(C)c4c(c3O2)CC(=O)N4)cc1. Product: Cc1cc2c(c3c1NC(=O)C3)OC(CNCc1ccccc1)CO2. RXN SMILES: [CH3:37][OH:38].[CH3:42][S:43]([CH3:44])=[O:45].[Cl:39][CH2:40][Cl:41].[NH2:28][CH2:29][c:30]1[cH:31][cH:32][cH:33][cH:34][cH:35]1.[OH2:36].[c:1]1([CH3:2])[cH:3][cH:4][c:5]([S:6]([O:7][CH2:11][CH:12]2[CH2:13][O:14][c:15]3[c:16]([c:17]4[c:21]([c:22]([CH3:24])[cH:23]3)[NH:20][C:19](=[O:25])[CH2:18]4)[O:26]2)(=[O:8])=[O:9])[cH:10][cH:27]1>>[CH2:11]([CH:12]1[CH2:13][O:14][c:15]2[c:16]([c:17]3[c:21]([c:22]([CH3:24])[cH:23]2)[NH:20][C:19](=[O:25])[CH2:18]3)[O:26]1)[NH:28][CH2:29][c:30]1[cH:31][cH:32][cH:33][cH:34][cH:35]1. The reactants are BrC=1C=C(C=C(C1OCC1CC1)Cl)C(C(=O)OCC)CC(C)C (ethyl 2-(3-bromo-5-chloro-4-(cyclopropylmethoxy)phenyl)-4-methylpentanoate), C(=O)([O-])[O-].[Cs+].[Cs+] (Cs2CO3), Pd(TPP)4, CC1(OB(OC1(C)C)C1=CC=2C(=NON2)C=C1)C (5-(4,4,5,5,-tetramethyl-1,3,2-dioxaborolan-2-yl)benzo[c][1,2,5]oxadiazole). The solvent is CN(C)C=O (DMF), O (water). Reaction conditions: temperature 80 celsius, time 14 hour. Product: N=1ON=C2C1C=CC(=C2)C=2C=C(C=C(C2OCC2CC2)Cl)C(C(=O)OCC)CC(C)C (ethyl 2-(3-(benzo[c][1,2,5]oxadiazol-5-yl)-5-chloro-4-(cyclopropylmethoxy)phenyl)-4-methylpentanoate). Isolated yield 45.5%. Reaction SMILES: Br[C:2]1[CH:3]=[C:4]([CH:14]([CH2:20][CH:21]([CH3:23])[CH3:22])[C:15]([O:17][CH2:18][CH3:19])=[O:16])[CH:5]=[C:6]([Cl:13])[C:7]=1[O:8][CH2:9][CH:10]1[CH2:12][CH2:11]1.C([O-])([O-])=O.[Cs+].[Cs+].CC1(C)C(C)(C)OB([C:38]2[CH:46]=[CH:45][C:41]3=[N:42][O:43][N:44]=[C:40]3[CH:39]=2)O1>CN(C=O)C.O>[N:42]1[O:43][N:44]=[C:40]2[CH:39]=[C:38]([C:2]3[CH:3]=[C:4]([CH:14]([CH2:20][CH:21]([CH3:23])[CH3:22])[C:15]([O:17][CH2:18][CH3:19])=[O:16])[CH:5]=[C:6]([Cl:13])[C:7]=3[O:8][CH2:9][CH:10]3[CH2:12][CH2:11]3)[CH:46]=[CH:45][C:41]=12 |f:1.2.3|. Procedure: To a stirred solution of ethyl 2-(3-bromo-5-chloro-4-(cyclopropylmethoxy)phenyl)-4-methylpentanoate (0.5 g, 1.240 mmol) in a mixture of DMF (20 mL) and water (5 mL) were added Cs2CO3 (1.4 g, 4.342 mmol), Pd(TPP)4 (286 mg, 2.480 mmol) and 5-(4,4,5,5,-tetramethyl-1,3,2-dioxaborolan-2-yl)benzo[c][1,2,5]oxadiazole (355 mg, 1.364 mmol) at RT under N2 atmosphere and the resulting mixture was stirred at 80° C. for 14 h. After completion of starting material (by TLC), the solids were removed via filtrat... Starting materials: CC(C)(C)OC(=O)N1CCn2c(Br)nnc2C1, Brc1nnc2n1CCNC2, O=C(Cl)c1cccc(C(F)(F)F)c1Cl, ClCCl. Yields the product O=C(c1cccc(C(F)(F)F)c1Cl)N1CCn2c(Br)nnc2C1. As a reaction SMILES: [Br:11][c:12]1[n:13]2[c:25]([n:26][n:27]1)[CH2:24][N:16]([C:17]([O:18][C:19]([CH3:20])([CH3:21])[CH3:22])=[O:23])[CH2:15][CH2:14]2.[Br:1][c:2]1[n:3][n:4][c:5]2[n:6]1[CH2:7][CH2:8][NH:9][CH2:10]2.[Cl:28][c:29]1[c:30]([C:31](=[O:32])[Cl:33])[cH:34][cH:35][cH:36][c:37]1[C:38]([F:39])([F:40])[F:41].[Cl:42][CH2:43][Cl:44]>>[Br:1][c:2]1[n:3][n:4][c:5]2[n:6]1[CH2:7][CH2:8][N:9]([C:31]([c:30]1[c:29]([Cl:28])[c:37]([C:38]([F:39])([F:40])[F:41])[cH:36][cH:35][cH:34]1)=[O:32])[CH2:10]2. The reactants are [BH4-].[Na+] (Sodium borohydride), C(C)(=O)C1=CC=C(C(=O)NCCC(=O)OC(C)(C)C)C=C1 (tert-butyl N-(4-acetylbenzoyl)-β-alaninate). Solvent: CO (MeOH). Reaction conditions: time 30 minute. Product: OC(C)C1=CC=C(C(=O)NCCC(=O)OC(C)(C)C)C=C1 (tert-butyl N-[4-(1-hydroxyethyl)benzoyl]-β-alaninate). RXN SMILES: [BH4-].[Na+].[C:3]([C:6]1[CH:23]=[CH:22][C:9]([C:10]([NH:12][CH2:13][CH2:14][C:15]([O:17][C:18]([CH3:21])([CH3:20])[CH3:19])=[O:16])=[O:11])=[CH:8][CH:7]=1)(=[O:5])[CH3:4]>CO>[OH:5][CH:3]([C:6]1[CH:23]=[CH:22][C:9]([C:10]([NH:12][CH2:13][CH2:14][C:15]([O:17][C:18]([CH3:20])([CH3:19])[CH3:21])=[O:16])=[O:11])=[CH:8][CH:7]=1)[CH3:4] |f:0.1|. Procedure: Sodium borohydride (0.28 g, 7.4 mmol) was added as solid to a solution of tert-butyl N-(4-acetylbenzoyl)-β-alaninate (2.11 g, 7.24 mmol) in MeOH (50 ml). After stirring at room temperature for 30 min, the reaction was quenched by adding ethyl acetate (150 ml) and 2N HCl (50 ml). The organic layer was washed with 1 N HCl 2×, brine 2×, and dried over Na2SO4. Evaporation of solvent and vacuum drying afforded tert-butyl N-[4-(1-hydroxyethyl)benzoyl]-β-alaninate as a colorless oil. NMR (CDCl3) δ: 1.4... Starting materials: CCCCCCCCCCCCCC(CC(=O)OCC(Cl)(Cl)Cl)OC(=O)C(CCCC(=O)OCc1ccccc1)N=C=O, CNc1ccccn1, CCOC(C)=O, ClCCl. Product: CCCCCCCCCCCCCC(CC(=O)OCC(Cl)(Cl)Cl)OC(=O)C(CCCC(=O)OCc1ccccc1)NC(=O)N(C)c1ccccn1. RXN SMILES: [CH2:1]([c:2]1[cH:3][cH:4][cH:5][cH:6][cH:7]1)[O:8][C:9](=[O:10])[CH2:11][CH2:12][CH2:13][CH:14]([C:15](=[O:16])[O:17][CH:18]([CH2:19][C:20](=[O:21])[O:22][CH2:23][C:24]([Cl:25])([Cl:26])[Cl:27])[CH2:28][CH2:29][CH2:30][CH2:31][CH2:32][CH2:33][CH2:34][CH2:35][CH2:36][CH2:37][CH2:38][CH2:39][CH3:40])[N:41]=[C:42]=[O:43].[CH3:44][NH:45][c:46]1[n:47][cH:48][cH:49][cH:50][cH:51]1.[CH3:52][CH2:53][O:54][C:55](=[O:56])[CH3:57].[Cl:58][CH2:59][Cl:60]>>[CH2:1]([c:2]1[cH:3][cH:4][cH:5][cH:6][cH:7]1)[O:8][C:9](=[O:10])[CH2:11][CH2:12][CH2:13][CH:14]([C:15](=[O:16])[O:17][CH:18]([CH2:19][C:20](=[O:21])[O:22][CH2:23][C:24]([Cl:25])([Cl:26])[Cl:27])[CH2:28][CH2:29][CH2:30][CH2:31][CH2:32][CH2:33][CH2:34][CH2:35][CH2:36][CH2:37][CH2:38][CH2:39][CH3:40])[NH:41][C:42](=[O:43])[N:45]([CH3:44])[c:46]1[n:47][cH:48][cH:49][cH:50][cH:51]1. The reactants are solution, [Cl-].[Li+] (lithium chloride), C1(=CC=CC=C1)[As](C1=CC=CC=C1)C1=CC=CC=C1 (triphenylarsine), C(C)(C)(C)OC(=O)N1CC2=CC=C(C=C2C1)I (5-iodo-1,3-dihydro-isoindole-2-carboxylic acid tert-butyl ester), C(CCC)[Sn](C=1CCOCC1)(CCCC)CCCC (tributyl-(3,6-dihydro-2H-pyran-4-yl)-stannane), C(C)(C)(C)C1=CC(=CC(=C1O)C(C)(C)C)C (2,6-di-t-butyl-p-cresol). The reagents and catalysts are Cl[Pd]([P](C1=CC=CC=C1)(C2=CC=CC=C2)C3=CC=CC=C3)([P](C4=CC=CC=C4)(C5=CC=CC=C5)C6=CC=CC=C6)Cl (bis(triphenylphosphine)palladium(II) chloride). The solvent is CN(C)C=O (DMF). Conditions: temperature 100 celsius. The product is C(C)(C)(C)OC(=O)N1CC2=CC=C(C=C2C1)C=1CCOCC1 (5-(3,6-Dihydro-2H-pyran-4-yl)-1,3-dihydro-isoindole-2-carboxylic acid tert-butyl ester). The yield is 74.0%. RXN SMILES: [C:1]([O:5][C:6]([N:8]1[CH2:16][C:15]2[C:10](=[CH:11][CH:12]=[C:13](I)[CH:14]=2)[CH2:9]1)=[O:7])([CH3:4])([CH3:3])[CH3:2].C([Sn](CCCC)(CCCC)[C:23]1[CH2:24][CH2:25][O:26][CH2:27][CH:28]=1)CCC.C1([As](C2C=CC=CC=2)C2C=CC=CC=2)C=CC=CC=1.[Cl-].[Li+].C(C1C(O)=C(C(C)(C)C)C=C(C)C=1)(C)(C)C>CN(C=O)C.Cl[Pd](Cl)([P](C1C=CC=CC=1)(C1C=CC=CC=1)C1C=CC=CC=1)[P](C1C=CC=CC=1)(C1C=CC=CC=1)C1C=CC=CC=1>[C:1]([O:5][C:6]([N:8]1[CH2:16][C:15]2[C:10](=[CH:11][CH:12]=[C:13]([C:23]3[CH2:28][CH2:27][O:26][CH2:25][CH:24]=3)[CH:14]=2)[CH2:9]1)=[O:7])([CH3:4])([CH3:3])[CH3:2] |f:3.4,^1:81,100|. Reported procedure: To a stirred solution 6.32 mmol 5-iodo-1,3-dihydro-isoindole-2-carboxylic acid tert-butyl ester (Example A38(b)) in 20 ml DMF were added 12.6 mmol tributyl-(3,6-dihydro-2H-pyran-4-yl)-stannane, 3.79 mmol triphenylarsine, 0.76 mmol bis(triphenylphosphine)palladium(II) chloride, 50.5 mmol lithium chloride and 0.63 mmol 2,6-di-t-butyl-p-cresol and the mixture was heated at 100° C. for 6 h. The reaction mixture was then cooled to room temperature and concentrated in vacuo. The residue was purified b... Reactants: N1C(=O)NC(=O)C(C)=C1 (thymine), FC1=CC=C(C=C1)I (1-fluoro-4-iodobenzene), CC1=NC(=CC(=C1)C)C (2,4,6-trimethylpyridine). Reagents/catalysts: [Cu-]=O (copper(I) oxide). Solvent: C(Cl)Cl (methylene chloride). Reaction conditions: temperature 25 celsius. Yields the product FC1=CC=C(C=C1)N1C(NC(C(=C1)C)=O)=O (1-(4-fluorophenyl)-5-methyl-2,4(1H,3H)-pyrimidinedione), FC1=CC=C(C=C1)N1C(NC=C(C1=O)C)=O (3-(4-fluorophenyl)-5-methyl-2,4(1H,3H)-pyrimidinedione). Reaction SMILES: [NH:1]1[CH:9]=[C:7]([CH3:8])[C:5](=[O:6])[NH:4][C:2]1=[O:3].[F:10][C:11]1[CH:16]=[CH:15][C:14](I)=[CH:13][CH:12]=1.CC1C=C(C)C=C(C)N=1>C(Cl)Cl.[Cu-]=O>[F:10][C:11]1[CH:16]=[CH:15][C:14]([N:1]2[CH:9]=[C:7]([CH3:8])[C:5](=[O:6])[NH:4][C:2]2=[O:3])=[CH:13][CH:12]=1.[F:10][C:11]1[CH:16]=[CH:15][C:14]([N:4]2[C:5](=[O:6])[C:7]([CH3:8])=[CH:9][NH:1][C:2]2=[O:3])=[CH:13][CH:12]=1. Procedure details: A mixture of thymine (5 g, 39.6 mmol), 1-fluoro-4-iodobenzene (9.68 g, 5 mL, 43.6 mmol), copper(I) oxide (6.24 g, 43.6 mmol) and 2,4,6-trimethylpyridine (200 mL) was heated 12 hours at reflux with stirring and under an argon atmosphere. The reaction mixture then was cooled to 25° C., diluted with methylene chloride (300 mL), washed with 5% sulfuric acid (5×300 mL) and concentrated. The residue was purified by flash chromatography on silica gel eluting with hexane/ethyl acetate (1:1) to give 1-(4...